From a dataset of the Open Reaction Database (ORD), a public repository of structured organic reaction records. describe an organic reaction: reactants, conditions, products, and yield Reactants: OC=1C=C2C(N(C(C2=CC1)=O)C1=CC=C(C=C1)O)=O (5-hydroxy-2-(4-hydroxyphenyl)isoindoline-1,3-dione), C([O-])([O-])=O.[K+].[K+] (potassium carbonate), O (water), C(C1=CC=CC=C1)Br (benzyl bromide). Run in CN(C)C=O (DMF), CN(C)C=O (DMF). Reaction conditions: time 2 hour. The product is C(C1=CC=CC=C1)OC=1C=C2C(N(C(C2=CC1)=O)C1=CC=C(C=C1)OCC1=CC=CC=C1)=O (5-benzyloxy-2-(4-benzyloxyphenyl)isoindoline-1,3-dione). Isolated yield 186.0%. Reaction SMILES: [OH:1][C:2]1[CH:3]=[C:4]2[C:8](=[CH:9][CH:10]=1)[C:7](=[O:11])[N:6]([C:12]1[CH:17]=[CH:16][C:15]([OH:18])=[CH:14][CH:13]=1)[C:5]2=[O:19].C(=O)([O-])[O-].[K+].[K+].[CH2:26](Br)[C:27]1[CH:32]=[CH:31][CH:30]=[CH:29][CH:28]=1.O>CN(C=O)C>[CH2:26]([O:1][C:2]1[CH:3]=[C:4]2[C:8](=[CH:9][CH:10]=1)[C:7](=[O:11])[N:6]([C:12]1[CH:17]=[CH:16][C:15]([O:18][CH2:5][C:4]3[CH:8]=[CH:9][CH:10]=[CH:2][CH:3]=3)=[CH:14][CH:13]=1)[C:5]2=[O:19])[C:27]1[CH:32]=[CH:31][CH:30]=[CH:29][CH:28]=1 |f:1.2.3|. Reported procedure: To 5-hydroxy-2-(4-hydroxyphenyl)isoindoline-1,3-dione (2.08 g) in DMF (20 mL) was added potassium carbonate (4.62 g) and a solution of benzyl bromide (3.07 g) in DMF (3.0 mL) dropwise under nitrogen atmosphere. The reaction was stirred at room temperature for 2 h then heated to 80° C. for 3 h. The mixture was cooled to room temperature, poured into water (250 mL) and let sit undisturbed for 2.0 h. The white solid was collected by filtration and washed with water. The solid was dried under high v...